describe an organic reaction: reactants, conditions, products, and yield From a dataset of the Open Reaction Database (ORD), a public repository of structured organic reaction records. The reactants are CC1=C(N=C(O1)C1=CC=CC=C1)COC1=CC2=C(C=C(O2)C/C=C/O)C=C1 ((E)-3-[6-(5-methyl-2-phenyl-4-oxazolylmethoxy)-2-benzofuranyl]propen-1-ol). The reagents and catalysts are [O-2].[O-2].[Mn+4] (manganese dioxide). Run in ClCCl (dichloromethane). Conditions: time 2 hour. Yields the product CC1=C(N=C(O1)C1=CC=CC=C1)COC1=CC2=C(C=C(O2)/C=C/C=O)C=C1 ((E)-3-[6-(5-methyl-2-phenyl-4-oxazolylmethoxy)-2-benzofuranyl]acrolein). The yield is 88.8%. RXN SMILES: [CH3:1][C:2]1[O:6][C:5]([C:7]2[CH:12]=[CH:11][CH:10]=[CH:9][CH:8]=2)=[N:4][C:3]=1[CH2:13][O:14][C:15]1[CH:27]=[CH:26][C:18]2[CH:19]=[C:20]([CH2:22]/[CH:23]=[CH:24]/[OH:25])[O:21][C:17]=2[CH:16]=1>[O-2].[O-2].[Mn+4].ClCCl>[CH3:1][C:2]1[O:6][C:5]([C:7]2[CH:8]=[CH:9][CH:10]=[CH:11][CH:12]=2)=[N:4][C:3]=1[CH2:13][O:14][C:15]1[CH:27]=[CH:26][C:18]2[CH:19]=[C:20](/[CH:22]=[CH:23]/[CH:24]=[O:25])[O:21][C:17]=2[CH:16]=1 |f:1.2.3|. Procedure details: A mixture of (E)-3-[6-(5-methyl-2-phenyl-4-oxazolylmethoxy)-2-benzofuranyl]propen-1-ol (3.85 g), activated manganese dioxide (8.00 g) and dichloromethane (150 ml ) was stirred at room temperature for 2 hours. After the insoluble portion was filtered off, the filtrate was concentrated to yield crystals of (E)-3-[6-(5-methyl-2-phenyl-4-oxazolylmethoxy)-2-benzofuranyl]acrolein (3.40 g, 89%), which was then recrystallized from dichloromethane-isopropyl ether to yield colorless prisms having a meltin...